Dataset: the Open Reaction Database (ORD), a public repository of structured organic reaction records. Task: describe an organic reaction: reactants, conditions, products, and yield Reactants: CCOCC, O=C(c1ccc(Cl)cc1)c1noc(CSc2ccccc2)n1, O=C(OO)c1cccc(Cl)c1, ClCCl, N#N, [Na+], [Na+], O=S([O-])([O-])=S. The product is O=C(c1ccc(Cl)cc1)c1noc(CS(=O)c2ccccc2)n1. As a reaction SMILES: [CH3:46][CH2:47][O:48][CH2:49][CH3:50].[Cl:14][c:15]1[cH:16][cH:17][c:18]([C:19](=[O:20])[c:21]2[n:22][o:23][c:24]([CH2:26][S:27][c:28]3[cH:29][cH:30][cH:31][cH:32][cH:33]3)[n:25]2)[cH:34][cH:35]1.[Cl:1][c:2]1[cH:3][c:4]([C:9](=[O:6])[O:10][OH:11])[cH:5][cH:7][cH:8]1.[Cl:43][CH2:44][Cl:45].[N:12]#[N:13].[Na+:36].[Na+:37].[O-:38][S:39]([O-:40])(=[S:41])=[O:42]>>[O:6]=[S:27]([CH2:26][c:24]1[o:23][n:22][c:21]([C:19]([c:18]2[cH:17][cH:16][c:15]([Cl:14])[cH:35][cH:34]2)=[O:20])[n:25]1)[c:28]1[cH:29][cH:30][cH:31][cH:32][cH:33]1. Reactants: CC(C)(C)OC(=O)N1CCC(O)CC1, C1CCOC1, CC(C)OC(=O)N=NC(=O)OC(C)C, COC(=O)C1=Cc2cc(O)ccc2CCC1, c1ccc(P(c2ccccc2)c2ccccc2)cc1. Product: COC(=O)C1=Cc2cc(OC3CCN(C(=O)OC(C)(C)C)CC3)ccc2CCC1. RXN SMILES: [C:20]([CH3:21])([CH3:22])([CH3:23])[O:24][C:25](=[O:26])[N:27]1[CH2:28][CH2:29][CH:30]([OH:33])[CH2:31][CH2:32]1.[CH2:64]1[O:65][CH2:66][CH2:67][CH2:68]1.[O:50]=[C:51]([O:52][CH:53]([CH3:54])[CH3:55])[N:56]=[N:57][C:58]([O:59][CH:60]([CH3:61])[CH3:62])=[O:63].[OH:34][c:35]1[cH:36][cH:37][c:38]2[c:39]([cH:49]1)[CH:40]=[C:41]([C:45](=[O:46])[O:47][CH3:48])[CH2:42][CH2:43][CH2:44]2.[c:1]1([P:2]([c:3]2[cH:4][cH:5][cH:6][cH:7][cH:8]2)[c:9]2[cH:10][cH:11][cH:12][cH:13][cH:14]2)[cH:15][cH:16][cH:17][cH:18][cH:19]1>>[C:20]([CH3:21])([CH3:22])([CH3:23])[O:24][C:25](=[O:26])[N:27]1[CH2:28][CH2:29][CH:30]([O:33][c:35]2[cH:36][cH:37][c:38]3[c:39]([cH:49]2)[CH:40]=[C:41]([C:45](=[O:46])[O:47][CH3:48])[CH2:42][CH2:43][CH2:44]3)[CH2:31][CH2:32]1. The reactants are C1COCCN1, CS(C)=O, CCN(C(C)C)C(C)C, O=C1Cc2cc(CCCl)ccc2N1, O. Product: O=C1Cc2cc(CCN3CCOCC3)ccc2N1. RXN SMILES: [CH2:14]1[CH2:15][O:16][CH2:17][CH2:18][NH:19]1.[CH3:30][S:31]([CH3:32])=[O:33].[CH:20]([N:21]([CH:22]([CH3:23])[CH3:24])[CH2:25][CH3:26])([CH3:27])[CH3:28].[Cl:1][CH2:2][CH2:3][c:4]1[cH:5][c:6]2[c:10]([cH:11][cH:12]1)[NH:9][C:8](=[O:13])[CH2:7]2.[OH2:29]>>[CH2:2]([CH2:3][c:4]1[cH:5][c:6]2[c:10]([cH:11][cH:12]1)[NH:9][C:8](=[O:13])[CH2:7]2)[N:19]1[CH2:14][CH2:15][O:16][CH2:17][CH2:18]1. The reactants are C(C)N1N=C(C(=C1OC1=CC=C(C=C1)OC)C(O)C1=CC=CC=C1)C ([1-ethyl-5-(4-methoxyphenoxy)-3-methyl-1H-pyrazol-4-yl]-phenyl-methanol), C(C)[SiH](CC)CC (triethylsilane). Run in FC(C(=O)O)(F)F (trifluoroacetic acid). Reaction conditions: time 22 hour. Yields the product C(C1=CC=CC=C1)C=1C(=NN(C1OC1=CC=C(C=C1)OC)CC)C (4-benzyl-1-ethyl-5-(4-methoxyphenoxy)-3-methyl-1H-pyrazole). Isolated yield 64.1%. RXN SMILES: [CH2:1]([N:3]1[C:7]([O:8][C:9]2[CH:14]=[CH:13][C:12]([O:15][CH3:16])=[CH:11][CH:10]=2)=[C:6]([CH:17]([C:19]2[CH:24]=[CH:23][CH:22]=[CH:21][CH:20]=2)O)[C:5]([CH3:25])=[N:4]1)[CH3:2].C([SiH](CC)CC)C>FC(F)(F)C(O)=O>[CH2:17]([C:6]1[C:5]([CH3:25])=[N:4][N:3]([CH2:1][CH3:2])[C:7]=1[O:8][C:9]1[CH:10]=[CH:11][C:12]([O:15][CH3:16])=[CH:13][CH:14]=1)[C:19]1[CH:24]=[CH:23][CH:22]=[CH:21][CH:20]=1. Reported procedure: A solution containing 54 mg of [1-ethyl-5-(4-methoxyphenoxy)-3-methyl-1H-pyrazol-4-yl]-phenyl-methanol and 28 μl of triethylsilane in 2 ml of trifluoroacetic acid was stirred at room temperature for 22 h. The mixture was concentrated and saturated sodium hydrogen carbonate (6 ml) was added. The mixture was extracted three times with 8 ml of dichloromethane. The combined extracts were dried over magnesium sulphate, filtered and evaporated. The residue was purified by flash chromatography on silic... Reactants: CO, [Na+], [OH-], O, COC(=O)c1ccc2c(c1)C(=O)CC(c1ccccc1)=N2. Product: O=C(O)c1ccc2c(c1)C(=O)CC(c1ccccc1)=N2. Reaction SMILES: [CH3:25][OH:26].[Na+:23].[OH-:22].[OH2:24].[c:1]1([C:7]2=[N:8][c:9]3[cH:10][cH:11][c:12]([C:18](=[O:19])[O:20][CH3:21])[cH:13][c:14]3[C:15](=[O:17])[CH2:16]2)[cH:2][cH:3][cH:4][cH:5][cH:6]1>>[c:1]1([C:7]2=[N:8][c:9]3[cH:10][cH:11][c:12]([C:18](=[O:19])[OH:20])[cH:13][c:14]3[C:15](=[O:17])[CH2:16]2)[cH:2][cH:3][cH:4][cH:5][cH:6]1. The reactants are OC1=C(C=C(C#N)C=C1)[N+](=O)[O-] (4-hydroxy-3-nitrobenzonitrile), [NH4+].[Cl-] (NH4Cl), O (water), reduced iron. Run in C(C)O (ethanol), C1CCOC1 (THF), CCOC(=O)C (EtOAc). Run at temperature 70 celsius. The product is NC=1C=C(C#N)C=CC1O (3-amino-4-hydroxybenzonitrile). Isolated yield 90.5%. As a reaction SMILES: [OH:1][C:2]1[CH:9]=[CH:8][C:5]([C:6]#[N:7])=[CH:4][C:3]=1[N+:10]([O-])=O.[NH4+].[Cl-].O>C(O)C.C1COCC1.CCOC(C)=O>[NH2:10][C:3]1[CH:4]=[C:5]([CH:8]=[CH:9][C:2]=1[OH:1])[C:6]#[N:7] |f:1.2|. Reported procedure: To a mixed solution of 4-hydroxy-3-nitrobenzonitrile (1 g) and NH4Cl (163 mg) in ethanol (20 ml), THF (10 ml), and water (10 ml) were added Celite (5 g) and reduced iron (1.7 g), followed by heating under reflux at 70° C. for 30 min. The reaction solution was cooled to room temperature, diluted with EtOAc (200 ml), and then filtered through celite. The solution was washed with saturated brine, the organic layer was dried over anhydrous MgSO4, and filtered, and the filtrate was concentrated under... The reactants are O=C(CBr)c1ccc(Cl)cc1, O=C([O-])[O-], CCC(C)=O, [K+], [K+], Oc1ccccc1. The product is O=C(COc1ccccc1)c1ccc(Cl)cc1. As a reaction SMILES: [Br:14][CH2:15][C:16](=[O:17])[c:18]1[cH:19][cH:20][c:21]([Cl:24])[cH:22][cH:23]1.[C:1](=[O:2])([O-:3])[O-:4].[CH2:25]([C:26]([CH3:27])=[O:28])[CH3:29].[K+:5].[K+:6].[OH:7][c:8]1[cH:9][cH:10][cH:11][cH:12][cH:13]1>>[O:7]([c:8]1[cH:9][cH:10][cH:11][cH:12][cH:13]1)[CH2:15][C:16](=[O:17])[c:18]1[cH:19][cH:20][c:21]([Cl:24])[cH:22][cH:23]1. Reactants: O=C([O-])[O-], CN(C)c1ccc(B(O)O)cc1, CCO, Cc1ccccc1, [Cl-], [Li+], [Na+], [Na+], Cl[Pd]Cl, O=S(=O)(c1ccccc1)n1cc(C#Cc2ccccc2)c2cc(Br)cnc21, c1ccc(P(c2ccccc2)c2ccccc2)cc1, c1ccc(P(c2ccccc2)c2ccccc2)cc1. Product: CN(C)c1ccc(-c2cnc3c(c2)c(C#Cc2ccccc2)cn3S(=O)(=O)c2ccccc2)cc1. Reaction SMILES: [C:42](=[O:43])([O-:44])[O-:45].[CH3:28][N:29]([CH3:30])[c:31]1[cH:32][cH:33][c:34]([B:37]([OH:38])[OH:39])[cH:35][cH:36]1.[CH3:48][CH2:49][OH:50].[CH3:51][c:52]1[cH:53][cH:54][cH:55][cH:56][cH:57]1.[Cl-:40].[Li+:41].[Na+:46].[Na+:47].[Pd:58]([Cl:59])[Cl:60].[c:1]1([S:7](=[O:8])(=[O:9])[n:10]2[cH:11][c:12]([C:20]#[C:21][c:22]3[cH:23][cH:24][cH:25][cH:26][cH:27]3)[c:13]3[c:14]2[n:15][cH:16][c:17]([Br:19])[cH:18]3)[cH:2][cH:3][cH:4][cH:5][cH:6]1.[c:61]1([P:62]([c:63]2[cH:64][cH:65][cH:66][cH:67][cH:68]2)[c:69]2[cH:70][cH:71][cH:72][cH:73][cH:74]2)[cH:75][cH:76][cH:77][cH:78][cH:79]1.[c:80]1([P:81]([c:82]2[cH:83][cH:84][cH:85][cH:86][cH:87]2)[c:88]2[cH:89][cH:90][cH:91][cH:92][cH:93]2)[cH:94][cH:95][cH:96][cH:97][cH:98]1>>[c:1]1([S:7](=[O:8])(=[O:9])[n:10]2[cH:11][c:12]([C:20]#[C:21][c:22]3[cH:23][cH:24][cH:25][cH:26][cH:27]3)[c:13]3[c:14]2[n:15][cH:16][c:17](-[c:34]2[cH:33][cH:32][c:31]([N:29]([CH3:28])[CH3:30])[cH:36][cH:35]2)[cH:18]3)[cH:2][cH:3][cH:4][cH:5][cH:6]1. The reactants are NC1=C(C=CC=C1)S(=O)(=O)NC1=CC(=C(C=C1)OC)OC (2-amino-N-(3,4-dimethoxyphenyl)benzenesulfonamide), ClC(Cl)(OC(OC(Cl)(Cl)Cl)=O)Cl (triphosgene), CCCCCC (hexane), CCOC(=O)C (EtOAc). Solvent: O1CCOCC1 (1,4-dioxane). The product is COC=1C=C(C=CC1OC)N1S(C2=C(NC1=O)C=CC=C2)(=O)=O (2-(3,4-dimethoxyphenyl)-2H-1,2,4-benzothiadiazin-3(4H)-one 1,1-dioxide). Yield: 46.2%. RXN SMILES: [NH2:1][C:2]1[CH:7]=[CH:6][CH:5]=[CH:4][C:3]=1[S:8]([NH:11][C:12]1[CH:17]=[CH:16][C:15]([O:18][CH3:19])=[C:14]([O:20][CH3:21])[CH:13]=1)(=[O:10])=[O:9].Cl[C:23](Cl)([O:25]C(=O)OC(Cl)(Cl)Cl)Cl.CCCCCC.CCOC(C)=O>O1CCOCC1>[CH3:21][O:20][C:14]1[CH:13]=[C:12]([N:11]2[C:23](=[O:25])[NH:1][C:2]3[CH:7]=[CH:6][CH:5]=[CH:4][C:3]=3[S:8]2(=[O:10])=[O:9])[CH:17]=[CH:16][C:15]=1[O:18][CH3:19]. Procedure details: A mixture of 2-amino-N-(3,4-dimethoxyphenyl)benzenesulfonamide (0.8 g, 2.6 mmol) and triphosgene (0.99 g, 3.4 mmol) in anhydrous 1,4-dioxane was heated in a sealed tube at 100° C. overnight with TLC monitoring (hexane:EtOAc, 1:1). After concentration in vacuo H2O (30 mL) was added and the mixture was extracted with EtOAc (3×100 mL). The combined organic layer was dried over Na2SO4, filtered and concentrated in vacuo. Purification by gradient flash chromatography, eluting with 20-25% EtOAc in hex... Reactants: COC(=O)C(F)(F)CCCBr, Br, CCOCC, O. The product is O=C(O)C(F)(F)CCCBr. As a reaction SMILES: [Br:2][CH2:3][CH2:4][CH2:5][C:6]([C:7](=[O:8])[O:9][CH3:10])([F:11])[F:12].[BrH:1].[CH3:13][CH2:14][O:15][CH2:16][CH3:17].[OH2:18]>>[Br:2][CH2:3][CH2:4][CH2:5][C:6]([C:7](=[O:8])[OH:9])([F:11])[F:12].